describe an organic reaction: reactants, conditions, products, and yield From a dataset of the Open Reaction Database (ORD), a public repository of structured organic reaction records. Starting materials: FC1=C(C(=CC=C1)F)C=CC(=O)N[C@@H](CC1=CN(C2=CC=CC=C12)C)C(=O)OC (Methyl Nα-[3-(2,6-Difluorophenyl)acryloyl]-1-Methyl-L-Tryptophanate), [OH-].[Na+] (sodium hydroxide). Solvent: CO (methanol). Yields the product FC1=C(C(=CC=C1)F)C=CC(=O)N[C@@H](CC1=CN(C2=CC=CC=C12)C)C(=O)O (Nα-[3-(2,6-Difluorophenyl)acryloyl]-1-Methyl-L-Tryptophan). Isolated yield 71.6%. RXN SMILES: [F:1][C:2]1[CH:7]=[CH:6][CH:5]=[C:4]([F:8])[C:3]=1[CH:9]=[CH:10][C:11]([NH:13][C@H:14]([C:26]([O:28]C)=[O:27])[CH2:15][C:16]1[C:24]2[C:19](=[CH:20][CH:21]=[CH:22][CH:23]=2)[N:18]([CH3:25])[CH:17]=1)=[O:12].[OH-].[Na+]>CO>[F:1][C:2]1[CH:7]=[CH:6][CH:5]=[C:4]([F:8])[C:3]=1[CH:9]=[CH:10][C:11]([NH:13][C@H:14]([C:26]([OH:28])=[O:27])[CH2:15][C:16]1[C:24]2[C:19](=[CH:20][CH:21]=[CH:22][CH:23]=2)[N:18]([CH3:25])[CH:17]=1)=[O:12] |f:1.2|. Reported procedure: The same procedures as in Example 64 were carried out from the compound obtained in Example 24 (1.1 g), 1 mol/L of an aqueous sodium hydroxide solution (4.0 mL), and methanol (40 mL), to give the captioned compound (0.76 g, 74%) as crystals.